This data is from the Open Reaction Database (ORD), a public repository of structured organic reaction records. The task is: describe an organic reaction: reactants, conditions, products, and yield Starting materials: CCCc1cc2c(C#N)c(C#N)ccc2[nH]1, FC(F)(F)c1cccc(-c2nc(CCl)no2)c1. The product is CCCc1cc2c(C#N)c(C#N)ccc2n1Cc1noc(-c2cccc(C(F)(F)F)c2)n1. As a reaction SMILES: [CH2:1]([CH2:2][CH3:3])[c:4]1[nH:5][c:6]2[cH:7][cH:8][c:9]([C:15]#[N:16])[c:10]([C:13]#[N:14])[c:11]2[cH:12]1.[Cl:17][CH2:18][c:19]1[n:20][o:21][c:22](-[c:24]2[cH:25][c:26]([C:30]([F:31])([F:32])[F:33])[cH:27][cH:28][cH:29]2)[n:23]1>>[CH2:1]([CH2:2][CH3:3])[c:4]1[n:5]([CH2:18][c:19]2[n:20][o:21][c:22](-[c:24]3[cH:25][c:26]([C:30]([F:31])([F:32])[F:33])[cH:27][cH:28][cH:29]3)[n:23]2)[c:6]2[cH:7][cH:8][c:9]([C:15]#[N:16])[c:10]([C:13]#[N:14])[c:11]2[cH:12]1. Starting materials: FC1=C(C=CC=C1)N=[N+]=[N-] (2-fluorophenylazide), F (hydrogen fluoride). Solvent: C1CCCCC1 (cyclohexane). Reaction conditions: time 24 hour. Product: FC1=C(N)C=CC(=C1)F (2,4-difluoroaniline). RXN SMILES: [F:1][C:2]1[CH:7]=[CH:6][CH:5]=[CH:4][C:3]=1[N:8]=[N+]=[N-].[FH:11]>C1CCCCC1>[F:1][C:2]1[CH:7]=[C:6]([F:11])[CH:5]=[CH:4][C:3]=1[NH2:8]. Reported procedure: A solution of 4.11g. (0.03 mole) of 2-fluorophenylazide in 81 ml. of cyclohexane was treated with 20 ml. of hydrogen fluoride. The reaction mixture was then shaken at room temperature for 24 hours, then cooled, vented, and rinsed from the bomb with two successive applications of 100 ml. of dichloromethane and then 100 ml. of water. The reaction mixture was then blown down under nitrogen, quenched in 75g. of ice, and rendered basic with KOH pellets. The reaction mixture was extracted with dichlor... Reactants: O=Cc1cc(Br)cs1, CO, CC(C)=O, O, O=S(=O)(O)O. The product is O=C(O)c1cc(Br)cs1. RXN SMILES: [Br:6][c:7]1[cH:8][c:9]([CH:12]=[O:13])[s:10][cH:11]1.[CH3:14][OH:15].[CH3:17][C:18](=[O:19])[CH3:20].[OH2:16].[S:1](=[O:2])(=[O:3])([OH:4])[OH:5]>>[Br:6][c:7]1[cH:8][c:9]([C:12](=[O:13])[OH:15])[s:10][cH:11]1. Starting materials: solution, [H-].[Al+3].[Li+].[H-].[H-].[H-] (lithium aluminum hydride), COC=1C=C(C=C(C(=O)OCC)C1)C(=O)[O-] (methyl,methyl 5-methoxyisophthalate). Run in CCOCC (Et2O), C1CCOC1 (THF). Reaction conditions: time 1 hour. The product is OCC1=CC(=CC(=C1)OC)CO (1,3-di-(hydroxymethyl)-5-methoxybenzene). As a reaction SMILES: [CH3:1][O:2][C:3]1[CH:4]=[C:5]([C:14]([O-])=[O:15])[CH:6]=[C:7]([CH:13]=1)[C:8](OCC)=[O:9].[H-].[Al+3].[Li+].[H-].[H-].[H-]>C1COCC1.CCOCC>[OH:9][CH2:8][C:7]1[CH:13]=[C:3]([O:2][CH3:1])[CH:4]=[C:5]([CH2:14][OH:15])[CH:6]=1 |f:1.2.3.4.5.6|. Procedure: To a solution of 5.00 g (22.32 mmoles) of methyl,methyl 5-methoxyisophthalate in 100 ml dry THF is added dropwise, maintaining a gentle reflux, 67 ml (66.96 mmoles) of a 1M solution of lithium aluminum hydride in Et2O. After addition the reaction mixture is stirred for 1 hour and is then quenched with saturated NH4Cl. The reaction mixture is then extracted with Et2O (3 times). The Et2O layers are combined, washed with brine, dried with MgSO4, filtered and concentrated down in vacuo to yield 1,3-... Reactants: C[SnH](C)C, Cc1ccccc1, C=CS(=O)(=O)c1ccc(C(C)(C)C)cc1, [Hg]. The product is CC(C)(C)c1ccc(S(=O)(=O)CC[Sn](C)(C)C)cc1. As a reaction SMILES: [CH3:16][SnH:17]([CH3:18])[CH3:19].[CH3:21][c:22]1[cH:23][cH:24][cH:25][cH:26][cH:27]1.[CH:1](=[CH2:2])[S:3](=[O:4])(=[O:5])[c:6]1[cH:7][cH:8][c:9]([C:12]([CH3:13])([CH3:14])[CH3:15])[cH:10][cH:11]1.[Hg:20]>>[CH2:1]([CH2:2][Sn:17]([CH3:16])([CH3:18])[CH3:19])[S:3](=[O:4])(=[O:5])[c:6]1[cH:7][cH:8][c:9]([C:12]([CH3:13])([CH3:14])[CH3:15])[cH:10][cH:11]1. RXN SMILES: [C:1]([O:2][C:3](=[O:7])[N:8]1[C:4]([CH3:5])([CH3:6])[O:10][CH2:11][CH:12]1[CH2:13][CH2:14][c:15]1[n:16][c:17]([C:21]([F:22])([F:23])[F:24])[cH:18][cH:19][cH:20]1)([CH3:9])([CH3:25])[CH3:26].[CH3:28][CH2:29][OH:30].[ClH:27]>>[NH2:8][CH:12]([CH2:11][OH:10])[CH2:13][CH2:14][c:15]1[n:16][c:17]([C:21]([F:22])([F:23])[F:24])[cH:18][cH:19][cH:20]1. Yields the product NC(CO)CCc1cccc(C(F)(F)F)n1. The reactants are CC(C)(C)OC(=O)N1C(CCc2cccc(C(F)(F)F)n2)COC1(C)C, CCO, Cl. The reactants are C1CCOC1 (THF), O.[OH-].[Li+] (lithium hydroxide monohydrate), C(C1=CC=CC=C1)N(C(C1=CC=C(C=C1)[N+](=O)[O-])=O)C(C(=O)OC)C1=CC=CC=C1 (methyl 2-(N-benzyl-4-nitrobenzamido)-2-phenylacetate). Run in O (water), CO (methanol). Conditions: time 15 minute. Yields the product C(C1=CC=CC=C1)N(C(C1=CC=C(C=C1)[N+](=O)[O-])=O)C(C(=O)O)C1=CC=CC=C1 (2-(N-benzyl-4-nitrobenzamido)-2-phenylacetic acid). Isolated yield 98.9%. As a reaction SMILES: [CH2:1]([N:8]([CH:20]([C:25]1[CH:30]=[CH:29][CH:28]=[CH:27][CH:26]=1)[C:21]([O:23]C)=[O:22])[C:9](=[O:19])[C:10]1[CH:15]=[CH:14][C:13]([N+:16]([O-:18])=[O:17])=[CH:12][CH:11]=1)[C:2]1[CH:7]=[CH:6][CH:5]=[CH:4][CH:3]=1.C1COCC1.O.[OH-].[Li+]>CO.O>[CH2:1]([N:8]([CH:20]([C:25]1[CH:30]=[CH:29][CH:28]=[CH:27][CH:26]=1)[C:21]([OH:23])=[O:22])[C:9](=[O:19])[C:10]1[CH:15]=[CH:14][C:13]([N+:16]([O-:18])=[O:17])=[CH:12][CH:11]=1)[C:2]1[CH:3]=[CH:4][CH:5]=[CH:6][CH:7]=1 |f:2.3.4|. Procedure details: to a room temperature solution of methyl 2-(N-benzyl-4-nitrobenzamido)-2-phenylacetate (7.63 g, 18.9 mmol) dissolved in 40 mL methanol and 30 mL THF was added a solution of lithium hydroxide monohydrate (1.95 g, 46.5 mmol) dissolved in 15 mL water. The solution turned dark brown and gradually turned light orange over 15 minutes. After 30 minutes the solvent was removed under reduced pressure and the concentrate was diluted with 50 mL water and extracted with 2×50 mL dichloromethane. The organic ...